This data is from the Open Reaction Database (ORD), a public repository of structured organic reaction records. The task is: describe an organic reaction: reactants, conditions, products, and yield Reactants: CCOC(=O)c1cc(NC(=O)CCCCl)cc(C2=C(c3cc(C(F)(F)F)ccc3OCc3ccccc3)CCC2)c1, C1CCOC1, [H-], [Na+], O. The product is CCOC(=O)c1cc(C2=C(c3cc(C(F)(F)F)ccc3OCc3ccccc3)CCC2)cc(N2CCCC2=O)c1. Reaction SMILES: [CH2:1]([CH3:2])[O:3][C:4]([c:5]1[cH:6][c:7]([NH:34][C:35]([CH2:36][CH2:37][CH2:38][Cl:39])=[O:40])[cH:8][c:9]([C:11]2=[C:12]([c:16]3[c:17]([O:26][CH2:27][c:28]4[cH:29][cH:30][cH:31][cH:32][cH:33]4)[cH:18][cH:19][c:20]([C:22]([F:23])([F:24])[F:25])[cH:21]3)[CH2:13][CH2:14][CH2:15]2)[cH:10]1)=[O:41].[CH2:45]1[O:46][CH2:47][CH2:48][CH2:49]1.[H-:43].[Na+:42].[OH2:44]>>[CH2:1]([CH3:2])[O:3][C:4]([c:5]1[cH:6][c:7]([N:34]2[C:35](=[O:40])[CH2:36][CH2:37][CH2:38]2)[cH:8][c:9]([C:11]2=[C:12]([c:16]3[c:17]([O:26][CH2:27][c:28]4[cH:29][cH:30][cH:31][cH:32][cH:33]4)[cH:18][cH:19][c:20]([C:22]([F:23])([F:24])[F:25])[cH:21]3)[CH2:13][CH2:14][CH2:15]2)[cH:10]1)=[O:41].